This data is from the Open Reaction Database (ORD), a public repository of structured organic reaction records. The task is: describe an organic reaction: reactants, conditions, products, and yield Starting materials: C1(=CC=CC=C1)C(C)C (cumene), BrBr (bromine). Product: BrC1=CC=C(C=C1)C(C)C (4-bromocumene). RXN SMILES: [C:1]1([CH:7]([CH3:9])[CH3:8])[CH:6]=[CH:5][CH:4]=[CH:3][CH:2]=1.[Br:10]Br>>[Br:10][C:4]1[CH:5]=[CH:6][C:1]([CH:7]([CH3:9])[CH3:8])=[CH:2][CH:3]=1. Procedure details: This example describes the reaction of cumene with liquid bromine to give 4-bromocumene. 10 g of cumene, 5 g of catalyst composite material, zeolite K-L and 2.14 ml bromine were mixed in a batch reactor. The reaction mixture was stirred and heated up to 70° C. After completion of the reaction, the mixture was let to cool to room temperature and analysed by gas-chromatography. The conversion of cumene and the selectivity for 4-bromocumene were found to be 10.7 wt. % and 78.8%, respectiveley. Starting materials: CC(C)(C)OC(=O)CNC(=O)C1=C(O)c2cc(Cl)ccc2C2(CCCC2)C1=O, O=C(O)C(F)(F)F. The product is O=C(O)CNC(=O)C1=C(O)c2cc(Cl)ccc2C2(CCCC2)C1=O. RXN SMILES: [Cl:1][c:2]1[cH:3][c:4]2[c:13]([cH:14][cH:15]1)[C:8]1([C:7](=[O:16])[C:6]([C:17](=[O:18])[NH:19][CH2:20][C:21](=[O:22])[O:23][C:24]([CH3:25])([CH3:26])[CH3:27])=[C:5]2[OH:28])[CH2:9][CH2:10][CH2:11][CH2:12]1.[F:29][C:30]([F:31])([F:32])[C:33]([OH:34])=[O:35]>>[Cl:1][c:2]1[cH:3][c:4]2[c:13]([cH:14][cH:15]1)[C:8]1([C:7](=[O:16])[C:6]([C:17](=[O:18])[NH:19][CH2:20][C:21](=[O:22])[OH:23])=[C:5]2[OH:28])[CH2:9][CH2:10][CH2:11][CH2:12]1. Yields the product CNS(=O)(=O)c1cccc(CNC(=O)c2cnc(-c3cc(F)ccc3F)nc2)c1. Reactants: CNS(=O)(=O)c1cccc(CN)c1, CCN(C(C)C)C(C)C, O=C(O)c1cnc(-c2cc(F)ccc2F)nc1, CN(C)C=O. RXN SMILES: [CH3:27][NH:28][S:29](=[O:30])(=[O:31])[c:32]1[cH:33][c:34]([CH2:35][NH2:36])[cH:37][cH:38][cH:39]1.[CH:18]([N:19]([CH:20]([CH3:21])[CH3:22])[CH2:23][CH3:24])([CH3:25])[CH3:26].[F:1][c:2]1[c:3](-[c:9]2[n:10][cH:11][c:12]([C:15](=[O:16])[OH:17])[cH:13][n:14]2)[cH:4][c:5]([F:8])[cH:6][cH:7]1.[O:40]=[CH:41][N:42]([CH3:43])[CH3:44]>>[F:1][c:2]1[c:3](-[c:9]2[n:10][cH:11][c:12]([C:15](=[O:17])[NH:36][CH2:35][c:34]3[cH:33][c:32]([S:29]([NH:28][CH3:27])(=[O:30])=[O:31])[cH:39][cH:38][cH:37]3)[cH:13][n:14]2)[cH:4][c:5]([F:8])[cH:6][cH:7]1. Reactants: Cl (HCl), C(C)N1N=CC=2C1=NC(=C(C2NC2CCOCC2)CNC(CC(=O)OCC)=O)CC (ethyl 3-({[1,6-diethyl-4-(tetrahydro-2H-pyran-4-ylamino)-1H-pyrazolo[3,4-b]pyridin-5-yl]methyl}amino)-3-oxopropanoate), [Li+].[OH-] (LiOH), O (water). The solvent is C(C)O (ethanol), [Cl-].[Na+].O (Brine). Reaction conditions: time 8 hour. Product: C(C)N1N=CC=2C1=NC(=C(C2NC2CCOCC2)CNC(CC(=O)O)=O)CC (3-({[1,6-diethyl-4-(tetrahydro-2H-pyran-4-ylamino)-1H-pyrazolo[3,4-b]pyridin-5-yl]methyl}amino)-3-oxopropanoic acid). Yield: 75.3%. As a reaction SMILES: [CH2:1]([N:3]1[C:7]2=[N:8][C:9]([CH2:29][CH3:30])=[C:10]([CH2:19][NH:20][C:21](=[O:28])[CH2:22][C:23]([O:25]CC)=[O:24])[C:11]([NH:12][CH:13]3[CH2:18][CH2:17][O:16][CH2:15][CH2:14]3)=[C:6]2[CH:5]=[N:4]1)[CH3:2].[Li+].[OH-].O.Cl>[Cl-].[Na+].O.C(O)C>[CH2:1]([N:3]1[C:7]2=[N:8][C:9]([CH2:29][CH3:30])=[C:10]([CH2:19][NH:20][C:21](=[O:28])[CH2:22][C:23]([OH:25])=[O:24])[C:11]([NH:12][CH:13]3[CH2:14][CH2:15][O:16][CH2:17][CH2:18]3)=[C:6]2[CH:5]=[N:4]1)[CH3:2] |f:1.2,5.6.7|. Procedure details: A mixture of ethyl 3-({[1,6-diethyl-4-(tetrahydro-2H-pyran-4-ylamino)-1H-pyrazolo[3,4-b]pyridin-5-yl]methyl}amino)-3-oxopropanoate (130 mg, 0.30 mmol), LiOH (63 mg, 1.5 mmol), water (1 mL) and ethanol (2 mL) was stirred at room temperature overnight. The aqueous layer was acidified with 2 N HCl to PH<1. Brine (30 mL) was added to the solution. The aqueous layer was extracted with a mixture of DCM:IPA (4:1) twice. The organic layer was dried over sodium sulfate, filtered and then concentrated und... Reactants: N(=NC(=O)OCC)C(=O)OCC (Diethyl azodicarboxylate), OC1=C(C(N(C2=CC=CC=C12)C)=O)C(=O)NCC(=O)OC (Methyl 2-(4-hydroxy-1-methyl-2-oxo-1,2-dihydroquinoline-3-carboxamido)acetate), CO (methanol), C1(=CC=CC=C1)P(C1=CC=CC=C1)C1=CC=CC=C1 (triphenyl phosphine). Run in C1CCOC1 (THF). The product is COC1=C(C(N(C2=CC=CC=C12)C)=O)C(=O)NCC(=O)O (2-(4-Methoxy-1-methyl-2-oxo-1,2-dihydroquinoline-3-carboxamido)acetic acid). Reaction SMILES: [OH:1][C:2]1[C:11]2[C:6](=[CH:7][CH:8]=[CH:9][CH:10]=2)[N:5]([CH3:12])[C:4](=[O:13])[C:3]=1[C:14]([NH:16][CH2:17][C:18]([O:20]C)=[O:19])=[O:15].CO.[C:24]1(P(C2C=CC=CC=2)C2C=CC=CC=2)C=CC=CC=1.N(C(OCC)=O)=NC(OCC)=O>C1COCC1>[CH3:24][O:1][C:2]1[C:11]2[C:6](=[CH:7][CH:8]=[CH:9][CH:10]=2)[N:5]([CH3:12])[C:4](=[O:13])[C:3]=1[C:14]([NH:16][CH2:17][C:18]([OH:20])=[O:19])=[O:15]. Reported procedure: Methyl 2-(4-hydroxy-1-methyl-2-oxo-1,2-dihydroquinoline-3-carboxamido)acetate (0.94 g, 1.4 mmol), methanol (0.33 ml, 8.1 mmol) and triphenyl phosphine (0.94 ml, 4.1 mmol) were placed in a 50 mL round bottomed flask with 25 mL of THF. The flask was placed in an ice bath. Diethyl azodicarboxylate (0.64 ml, 4.1 mmol) was added dropwise. A white solid was filtered and this solid was purified by silica flash chromatography (0-3% MeOH/DCM) to give the desired product.